Dataset: the Open Reaction Database (ORD), a public repository of structured organic reaction records. Task: describe an organic reaction: reactants, conditions, products, and yield Reactants: COC(C)(C)C, C=CCOC(=O)c1ccc(SCC(NC(=O)OC(C)(C)C)C(=O)OC)c(N)c1, [Na+], [OH-]. Product: C=CCOC(=O)c1ccc(SCC(NC(=O)OC(C)(C)C)C(=O)O)c(N)c1. As a reaction SMILES: [C:31]([O:32][CH3:33])([CH3:34])([CH3:35])[CH3:36].[CH3:1][O:2][C:3]([CH:4]([NH:5][C:6](=[O:7])[O:8][C:9]([CH3:10])([CH3:11])[CH3:12])[CH2:13][S:14][c:15]1[c:16]([NH2:27])[cH:17][c:18]([C:21](=[O:22])[O:23][CH2:24][CH:25]=[CH2:26])[cH:19][cH:20]1)=[O:28].[Na+:30].[OH-:29]>>[O:2]=[C:3]([CH:4]([NH:5][C:6](=[O:7])[O:8][C:9]([CH3:10])([CH3:11])[CH3:12])[CH2:13][S:14][c:15]1[c:16]([NH2:27])[cH:17][c:18]([C:21](=[O:22])[O:23][CH2:24][CH:25]=[CH2:26])[cH:19][cH:20]1)[OH:28]. Starting materials: C1(=CC=CC=C1)SC1=CNC2=CC=CC(=C12)CCCO (3-[3-(phenylthio)-1H-indol-4-yl]propan-1-ol), C(O)([O-])=O.[Na+] (sodium hydrogen carbonate), O (water), S(=O)(=O)(O[O-])[O-].[K+].[K+] (potassium peroxymonosulfate), OOS(=O)[O-].[K+] (OXONE), crude product. Run in CC(=O)C (acetone), C(C)(=O)OCC (Ethyl acetate). Conditions: time 26 hour. The product is C1(=CC=CC=C1)S(=O)(=O)C1=CNC2=CC=CC(=C12)CCCO (3-[3-(phenylsulfonyl)-1H-indol-4-yl]propan-1-ol). Yield: 90.0%. Reaction SMILES: [C:1]1([S:7][C:8]2[C:16]3[C:11](=[CH:12][CH:13]=[CH:14][C:15]=3[CH2:17][CH2:18][CH2:19][OH:20])[NH:10][CH:9]=2)[CH:6]=[CH:5][CH:4]=[CH:3][CH:2]=1.C(=O)([O-])[OH:22].[Na+].OOS([O-])=O.[K+].S([O-])(O[O-])(=O)=O.[K+].[K+].[OH2:40]>CC(C)=O.C(OCC)(=O)C>[C:1]1([S:7]([C:8]2[C:16]3[C:11](=[CH:12][CH:13]=[CH:14][C:15]=3[CH2:17][CH2:18][CH2:19][OH:20])[NH:10][CH:9]=2)(=[O:22])=[O:40])[CH:2]=[CH:3][CH:4]=[CH:5][CH:6]=1 |f:1.2,3.4,5.6.7|. Reported procedure: To a solution of 3-[3-(phenylthio)-1H-indol-4-yl]propan-1-ol (1.024 g, 3.61 mmol) in acetone (45 mL) was added a solution of sodium hydrogen carbonate (0.759 g, 9.03 mmol) in water (45 mL) followed by OXONE® (supplied by DuPont, potassium peroxymonosulfate as active ingredient) (5.55 g, 9.03 mol) and the reaction mixture stirred at room temperature for 26 hours. The acetone was removed in vacuo and the resulting suspension partitioned between ethyl acetate (120 mL) and water (100 mL). The organi...